This data is from the Open Reaction Database (ORD), a public repository of structured organic reaction records. The task is: describe an organic reaction: reactants, conditions, products, and yield Reactants: S(N)(=O)(=O)CC(=S)N (sulfamoylthioacetamide), ClC=1C=C(C(CBr)=O)C=CC1Cl (3,4-dichlorophenacyl bromide), desired intermediate. Run in C(C)O (ethanol). Yields the product ClC=1C=C(C=CC1Cl)C=1N=C(SC1)CS(=O)(=O)N ([4-(3,4-Dichlorophenyl)thiazol-2-yl]methanesulfonamide). As a reaction SMILES: [S:1]([CH2:5][C:6]([NH2:8])=[S:7])(=[O:4])(=[O:3])[NH2:2].[Cl:9][C:10]1[CH:11]=[C:12]([CH:17]=[CH:18][C:19]=1[Cl:20])[C:13](=O)[CH2:14]Br>C(O)C>[Cl:9][C:10]1[CH:11]=[C:12]([C:13]2[N:8]=[C:6]([CH2:5][S:1]([NH2:2])(=[O:4])=[O:3])[S:7][CH:14]=2)[CH:17]=[CH:18][C:19]=1[Cl:20]. Procedure: A mixture of sulfamoylthioacetamide (7.7 g., 0.05 mol) and 3,4-dichlorophenacyl bromide (13.4 g., 0.05 mol) in ethanol (50 ml) was heated at reflux for 2 hours. After cooling and filtration there was obtained 11.5 g. of the desired intermediate, m.p. 187°-190° C. Starting materials: C1=CC=CC=2CN(CC3=C(C21)C=CC=C3)C(OCC)=N (ethyl 5,7-dihydro-6H-dibenz[c,e]azepine-6-carboximidate), C1(=CC=CC=C1)S(=O)(=O)Cl (benzenesulfonyl chloride). Yields the product C1(=CC=CC=C1)S(=O)(=O)N=C(OCC)N1CC2=C(C3=C(C1)C=CC=C3)C=CC=C2 (ethyl N-(phenylsulfonyl)-5,7-dihydro-6H-dibenz[c,e]azepine-6-carboximidate). As a reaction SMILES: [CH:1]1[C:11]2[C:10]3[CH:12]=[CH:13][CH:14]=[CH:15][C:9]=3[CH2:8][N:7]([C:16](=[NH:20])[O:17][CH2:18][CH3:19])[CH2:6][C:5]=2[CH:4]=[CH:3][CH:2]=1.[C:21]1([S:27](Cl)(=[O:29])=[O:28])[CH:26]=[CH:25][CH:24]=[CH:23][CH:22]=1>>[C:21]1([S:27]([N:20]=[C:16]([N:7]2[CH2:6][C:5]3[CH:4]=[CH:3][CH:2]=[CH:1][C:11]=3[C:10]3[CH:12]=[CH:13][CH:14]=[CH:15][C:9]=3[CH2:8]2)[O:17][CH2:18][CH3:19])(=[O:29])=[O:28])[CH:26]=[CH:25][CH:24]=[CH:23][CH:22]=1. Procedure: starting from ethyl 5,7-dihydro-6H-dibenz[c,e]azepine-6-carboximidate and benzenesulfonyl chloride, there is obtained ethyl N-(phenylsulfonyl)-5,7-dihydro-6H-dibenz[c,e]azepine-6-carboximidate, m.p. 145.5°-149.5° C. Starting materials: N[C@@H](CC1=CNC2=CC=CC=C12)C(=O)O (L-tryptophan), OS(=O)(=O)O (H2SO4), C(CC)=O (propionaldehyde). The solvent is O (water). The product is C(C)C1NC(CC=2C3=CC=CC=C3NC12)C(=O)O (1-ethyl-1,2,3,4-tetrahydro-β-carboline-3-carboxylic acid). The yield is 74.0%. As a reaction SMILES: [NH2:1][C@H:2]([C:13]([OH:15])=[O:14])[CH2:3][C:4]1[C:12]2[C:7](=[CH:8][CH:9]=[CH:10][CH:11]=2)[NH:6][CH:5]=1.OS(O)(=O)=O.[CH:21](=O)[CH2:22][CH3:23]>O>[CH2:22]([CH:23]1[C:5]2[NH:6][C:7]3[C:12](=[CH:11][CH:10]=[CH:9][CH:8]=3)[C:4]=2[CH2:3][CH:2]([C:13]([OH:15])=[O:14])[NH:1]1)[CH3:21]. Reported procedure: L-tryptophan (5.10 g, 25 mmol), water (300 ml), H2SO4 (0.05M, 30 ml) and propionaldehyde (8 ml) were added in a 250 ml round-bottom flask, and then stirred and reacted at room temperature for 24 h. After filtration, wash with water and drying, white solids (4.5 g, 74%) were obtained.